From a dataset of the Open Reaction Database (ORD), a public repository of structured organic reaction records. describe an organic reaction: reactants, conditions, products, and yield Reactants: CN(C)c1cc(NC(=O)OC(C)(C)C)c(N)cc1C#N, Cc1cc(-c2cccc(C(=O)CC(=O)OC(C)(C)C)c2)on1. Yields the product Cc1cc(-c2cccc(C(=O)CC(=O)Nc3cc(C#N)c(N(C)C)cc3NC(=O)OC(C)(C)C)c2)on1. RXN SMILES: [C:1]([CH3:2])([CH3:3])([CH3:4])[O:5][C:6]([NH:7][c:8]1[c:9]([NH2:19])[cH:10][c:11]([C:17]#[N:18])[c:12]([N:14]([CH3:15])[CH3:16])[cH:13]1)=[O:20].[C:21]([CH3:23])([CH3:24])([O:25][C:26](=[O:22])[CH2:27][C:28](=[O:29])[c:30]1[cH:31][c:32](-[c:36]2[cH:37][c:38]([CH3:41])[n:39][o:40]2)[cH:33][cH:34][cH:35]1)[CH3:42]>>[C:1]([CH3:2])([CH3:3])([CH3:4])[O:5][C:6]([NH:7][c:8]1[c:9]([NH:19][C:26](=[O:25])[CH2:27][C:28](=[O:29])[c:30]2[cH:31][c:32](-[c:36]3[cH:37][c:38]([CH3:41])[n:39][o:40]3)[cH:33][cH:34][cH:35]2)[cH:10][c:11]([C:17]#[N:18])[c:12]([N:14]([CH3:15])[CH3:16])[cH:13]1)=[O:20]. Starting materials: CC1=CC=C(C=C1)S(=O)(=O)OC[C@H]1COC=2C(=C3C=CC=NC3=C(C2)F)O1 ((2R)-6-fluoro-2,3-dihydro[1,4]dioxino[2,3-f]-quinolin-2-ylmethyl 4-methylbenzenesulfonate), N1CCC(=CC1)C1=CNC2=CC=CC=C12 (3-(1,2,3,6-tetrahydro-4-pyridinyl)-1H-indole). The solvent is CS(=O)C (DMSO). Run at temperature 77.5 celsius. Product: FC=1C=C2C(=C3C=CC=NC13)OC(CO2)CN2CCC(=CC2)C2=CNC1=CC=CC=C21 (6-Fluoro-2-[4-(1H-indol-3-yl)-3,6-dihydro-2H-pyridin-1-ylmethyl]-2,3-dihydro[1,4]dioxino[2,3-f]quinoline). RXN SMILES: CC1C=CC(S(O[CH2:12][C@@H:13]2[O:27][C:17]3=[C:18]4[C:23](=[C:24]([F:26])[CH:25]=[C:16]3[O:15][CH2:14]2)[N:22]=[CH:21][CH:20]=[CH:19]4)(=O)=O)=CC=1.[NH:28]1[CH2:33][CH:32]=[C:31]([C:34]2[C:42]3[C:37](=[CH:38][CH:39]=[CH:40][CH:41]=3)[NH:36][CH:35]=2)[CH2:30][CH2:29]1>CS(C)=O>[F:26][C:24]1[CH:25]=[C:16]2[O:15][CH2:14][CH:13]([CH2:12][N:28]3[CH2:29][CH:30]=[C:31]([C:34]4[C:42]5[C:37](=[CH:38][CH:39]=[CH:40][CH:41]=5)[NH:36][CH:35]=4)[CH2:32][CH2:33]3)[O:27][C:17]2=[C:18]2[C:23]=1[N:22]=[CH:21][CH:20]=[CH:19]2. Procedure: 0.40 g (1.02 mmole) of (2R)-6-fluoro-2,3-dihydro[1,4]dioxino[2,3-f]-quinolin-2-ylmethyl 4-methylbenzenesulfonate and 0.80 g (4.06 mmole) of 3-(1,2,3,6-tetrahydro-4-pyridinyl)-1H-indole were combined in 50 mL of DMSO. The mixture was heated at 75-80° C. under nitrogen for 6 hours. After cooling to room temperature, the mixture was partitioned between 400 mL each of ethyl acetate and saturated aqueous sodium bicarbonate. The organic phase was removed, washed with saturated brine, dried over magnes... The reactants are CI, O=C(OC1CCN(CC2CCCCCC2)CC1)C(O)(c1ccccc1)C1CCC(F)(F)C1. Product: C[N+]1(CC2CCCCCC2)CCC(OC(=O)C(O)(c2ccccc2)C2CCC(F)(F)C2)CC1, [I-]. Reaction SMILES: [CH3:33][I:34].[F:1][C:2]1([F:32])[CH2:3][CH:4]([C:7]([C:8](=[O:9])[O:10][CH:11]2[CH2:12][CH2:13][N:14]([CH2:17][CH:18]3[CH2:19][CH2:20][CH2:21][CH2:22][CH2:23][CH2:24]3)[CH2:15][CH2:16]2)([c:25]2[cH:26][cH:27][cH:28][cH:29][cH:30]2)[OH:31])[CH2:5][CH2:6]1>>[F:1][C:2]1([F:32])[CH2:3][CH:4]([C:7]([C:8](=[O:9])[O:10][CH:11]2[CH2:12][CH2:13][N+:14]([CH2:17][CH:18]3[CH2:19][CH2:20][CH2:21][CH2:22][CH2:23][CH2:24]3)([CH3:33])[CH2:15][CH2:16]2)([c:25]2[cH:26][cH:27][cH:28][cH:29][cH:30]2)[OH:31])[CH2:5][CH2:6]1.[I-:34]. The reactants are O=C([O-])[O-], COc1cccc(C2CCCN2)c1, CC#N, Cl, [K+], [K+], ClCc1cccnc1. Product: COc1cccc(C2CCCN2Cc2cccnc2)c1. RXN SMILES: [C:14](=[O:15])([O-:16])[O-:17].[CH3:1][O:2][c:3]1[cH:4][c:5]([CH:9]2[NH:10][CH2:11][CH2:12][CH2:13]2)[cH:6][cH:7][cH:8]1.[CH3:29][C:30]#[N:31].[ClH:20].[K+:18].[K+:19].[cH:21]1[c:22]([CH2:27][Cl:28])[cH:23][cH:24][cH:25][n:26]1>>[CH3:1][O:2][c:3]1[cH:4][c:5]([CH:9]2[N:10]([CH2:27][c:22]3[cH:21][n:26][cH:25][cH:24][cH:23]3)[CH2:11][CH2:12][CH2:13]2)[cH:6][cH:7][cH:8]1. Starting materials: CC(C)(C)CN1Cc2c(cc(Cl)c3[nH]ncc23)CC(CC(=O)N2CCC(N3Cc4ccccc4NC3=O)CC2)C1=O, O=c1[nH]c2ccncc2cc1C1CCNCC1. The product is CC(C)(C)CN1Cc2c(cc(Cl)c3[nH]ncc23)CC(CC(=O)N2CCC(c3cc4cnccc4[nH]c3=O)CC2)C1=O. Reaction SMILES: [Cl:18][c:19]1[cH:20][c:21]2[c:22]([c:23]3[cH:24][n:25][nH:26][c:27]13)[CH2:28][N:29]([CH2:54][C:55]([CH3:56])([CH3:57])[CH3:58])[C:30](=[O:53])[CH:31]([CH2:33][C:34]([N:35]1[CH2:36][CH2:37][CH:38]([N:39]3[CH2:40][c:41]4[c:42]([cH:43][cH:44][cH:45][cH:46]4)[NH:47][C:48]3=[O:49])[CH2:50][CH2:51]1)=[O:52])[CH2:32]2.[NH:1]1[CH2:2][CH2:3][CH:4]([c:7]2[c:8](=[O:17])[nH:9][c:10]3[cH:11][cH:12][n:13][cH:14][c:15]3[cH:16]2)[CH2:5][CH2:6]1>>[N:1]1([C:34]([CH2:33][CH:31]2[C:30](=[O:53])[N:29]([CH2:54][C:55]([CH3:56])([CH3:57])[CH3:58])[CH2:28][c:22]3[c:21]([cH:20][c:19]([Cl:18])[c:27]4[c:23]3[cH:24][n:25][nH:26]4)[CH2:32]2)=[O:52])[CH2:2][CH2:3][CH:4]([c:7]2[c:8](=[O:17])[nH:9][c:10]3[cH:11][cH:12][n:13][cH:14][c:15]3[cH:16]2)[CH2:5][CH2:6]1. The reactants are C1CCOC1, CI, COc1cc(NC(=S)NC(=O)c2cc(C)nc(Cl)c2)cc(C(F)(F)F)c1, [H-], [Na+]. The product is COc1cc(N=C(NC(=O)c2cc(C)nc(Cl)c2)SC)cc(C(F)(F)F)c1. As a reaction SMILES: [CH2:31]1[O:32][CH2:33][CH2:34][CH2:35]1.[CH3:29][I:30].[Cl:3][c:4]1[n:5][c:6]([CH3:28])[cH:7][c:8]([C:10](=[O:11])[NH:12][C:13](=[S:14])[NH:15][c:16]2[cH:17][c:18]([O:26][CH3:27])[cH:19][c:20]([C:22]([F:23])([F:24])[F:25])[cH:21]2)[cH:9]1.[H-:2].[Na+:1]>>[Cl:3][c:4]1[n:5][c:6]([CH3:28])[cH:7][c:8]([C:10](=[O:11])[NH:12][C:13]([S:14][CH3:29])=[N:15][c:16]2[cH:17][c:18]([O:26][CH3:27])[cH:19][c:20]([C:22]([F:23])([F:24])[F:25])[cH:21]2)[cH:9]1. Starting materials: CC(C)(C)ON, C1CCCCC1, CCO, Cl, [Na+], [OH-], O=C(O)C(=O)c1cc2ccccc2s1. The product is CC(C)(C)ON=C(C(=O)O)c1cc2ccccc2s1. As a reaction SMILES: [C:16]([CH3:17])([CH3:18])([CH3:19])[O:20][NH2:21].[CH2:24]1[CH2:25][CH2:26][CH2:27][CH2:28][CH2:29]1.[CH3:30][CH2:31][OH:32].[ClH:15].[Na+:23].[OH-:22].[s:1]1[c:2]2[c:3]([cH:4][c:5]1[C:6]([C:7](=[O:8])[OH:9])=[O:10])[cH:11][cH:12][cH:13][cH:14]2>>[s:1]1[c:2]2[c:3]([cH:4][c:5]1[C:6]([C:7](=[O:8])[OH:9])=[N:21][O:20][C:16]([CH3:17])([CH3:18])[CH3:19])[cH:11][cH:12][cH:13][cH:14]2.